From a dataset of the Open Reaction Database (ORD), a public repository of structured organic reaction records. describe an organic reaction: reactants, conditions, products, and yield As a reaction SMILES: [C:37]([O:38][O:39][C:40](=[O:41])[c:42]1[cH:43][cH:44][cH:45][cH:46][cH:47]1)(=[O:48])[c:49]1[cH:50][cH:51][cH:52][cH:53][cH:54]1.[CH2:1]([CH3:2])[C:3]1([CH2:7][O:8][C:9]([CH:10]=[CH:11][C:12](=[O:13])[O:14][CH2:15][C:16]2([CH2:20][CH3:21])[CH2:17][O:18][CH2:19]2)=[O:22])[CH2:4][O:5][CH2:6]1.[CH3:55][c:56]1[cH:57][cH:58][cH:59][cH:60][cH:61]1.[SH:23][CH2:24][CH2:25][CH2:26][Si:27]([O:28][CH2:29][CH3:30])([O:31][CH2:32][CH3:33])[O:34][CH2:35][CH3:36]>>[CH2:1]([CH3:2])[C:3]1([CH2:7][O:8][C:9]([CH2:10][CH:11]([C:12](=[O:13])[O:14][CH2:15][C:16]2([CH2:20][CH3:21])[CH2:17][O:18][CH2:19]2)[S:23][CH2:24][CH2:25][CH2:26][Si:27]([O:28][CH2:29][CH3:30])([O:31][CH2:32][CH3:33])[O:34][CH2:35][CH3:36])=[O:22])[CH2:4][O:5][CH2:6]1. Yields the product CCO[Si](CCCSC(CC(=O)OCC1(CC)COC1)C(=O)OCC1(CC)COC1)(OCC)OCC. The reactants are O=C(OOC(=O)c1ccccc1)c1ccccc1, CCC1(COC(=O)C=CC(=O)OCC2(CC)COC2)COC1, Cc1ccccc1, CCO[Si](CCCS)(OCC)OCC.